From a dataset of the Open Reaction Database (ORD), a public repository of structured organic reaction records. describe an organic reaction: reactants, conditions, products, and yield The reactants are C=CCN(CS(=O)(=O)C(C)(C)C)C(=O)C1CO1, C1CCOC1, CCCC[N+](CCCC)(CCCC)CCCC, [F-], [F-], [NH4+], C1CCOC1, O, O, O. Yields the product C=CCN1C(=O)C(CO)C1S(=O)(=O)C(C)(C)C. As a reaction SMILES: [CH2:1]([CH:2]=[CH2:3])[N:4]([C:5]([CH:6]1[CH2:7][O:8]1)=[O:9])[CH2:10][S:11](=[O:12])(=[O:13])[C:14]([CH3:15])([CH3:16])[CH3:17].[CH2:20]1[O:21][CH2:22][CH2:23][CH2:24]1.[CH2:29]([N+:30]([CH2:31][CH2:32][CH2:33][CH3:34])([CH2:35][CH2:36][CH2:37][CH3:38])[CH2:39][CH2:40][CH2:41][CH3:42])[CH2:43][CH2:44][CH3:45].[F-:18].[F-:28].[NH4+:19].[O:46]1[CH2:47][CH2:48][CH2:49][CH2:50]1.[OH2:25].[OH2:26].[OH2:27]>>[CH2:1]([CH:2]=[CH2:3])[N:4]1[C:5](=[O:9])[CH:6]([CH2:7][OH:8])[CH:10]1[S:11](=[O:12])(=[O:13])[C:14]([CH3:15])([CH3:16])[CH3:17]. The reactants are Cl (hydrochloric acid), C(CCC)[Li] (n-butyllithium), solution, B(OC)(OC)OC (trimethyl borate), CC1(NC(CCC1)(C)C)C (2,2,6,6-tetramethylpiperidine), FC1=C(C=CC=C1)C1=CC=NC=C1 (4-(2-fluorophenyl)pyridine). Solvent: hexanes, O1CCCC1 (tetrahydrofuran), O1CCCC1 (tetrahydrofuran). Run at temperature -78 celsius, time 15 minute. Yields the product FC1=C(C=CC=C1C1=CC=NC=C1)B(O)O (2-fluoro-3-(pyridin-4-yl)benzeneboronic acid). Isolated yield 66.4%. RXN SMILES: C([Li])CCC.CC1(C)CCCC(C)(C)N1.[F:16][C:17]1[CH:22]=[CH:21][CH:20]=[CH:19][C:18]=1[C:23]1[CH:28]=[CH:27][N:26]=[CH:25][CH:24]=1.[B:29](OC)([O:32]C)[O:30]C.Cl>O1CCCC1>[F:16][C:17]1[C:18]([C:23]2[CH:24]=[CH:25][N:26]=[CH:27][CH:28]=2)=[CH:19][CH:20]=[CH:21][C:22]=1[B:29]([OH:32])[OH:30]. Reported procedure: A cooled (−78° C.) solution of n-butyllithium (15.2 ml of a 2.5 M solution in hexanes, 38.0 mmol) in tetrahydrofuran (100 ml) was treated with 2,2,6,6-tetramethylpiperidine (6.69 ml, 39.8 mmol) and stirring at −78° C. was continued for 15 min. The reaction was then treated with a cooled (0° C.) solution of 4-(2-fluorophenyl)pyridine (6.26 g, 36.1 mmol) in tetrahydrofuran (20 ml) added dropwise over 10 min. This mixture was stirred at −78° C. for 2 h and then treated with trimethyl borate (8.16 m... Reactants: C(C)C=1C(NC(NC1OC1=CC(=CC(=C1)C)C)=O)=O (5-Ethyl-6-(3,5-dimethylphenoxy)-2,4-pyrimidinedione), ClCC(C)=O (chloroacetone). Product: C(C(=O)C)N1C(NC(C(=C1OC1=CC(=CC(=C1)C)C)CC)=O)=O (1-(Acetonyl)-5-ethyl-6-(3,5-dimethylphenoxy)-2,4-pyrimidinedione). The yield is 54.0%. RXN SMILES: [CH2:1]([C:3]1[C:4](=[O:19])[NH:5][C:6](=[O:18])[NH:7][C:8]=1[O:9][C:10]1[CH:15]=[C:14]([CH3:16])[CH:13]=[C:12]([CH3:17])[CH:11]=1)[CH3:2].Cl[CH2:21][C:22](=[O:24])[CH3:23]>>[CH2:21]([N:7]1[C:8]([O:9][C:10]2[CH:11]=[C:12]([CH3:17])[CH:13]=[C:14]([CH3:16])[CH:15]=2)=[C:3]([CH2:1][CH3:2])[C:4](=[O:19])[NH:5][C:6]1=[O:18])[C:22]([CH3:23])=[O:24]. Procedure: 5-Ethyl-6-(3,5-dimethylphenoxy)-2,4-pyrimidinedione and chloroacetone were reacted by the same way with the example 1 to obtain the titled compound (172 mg, yield: 54%). Starting materials: [Li]CCCC, CN(C)C=O, FC(F)(F)c1cccc(-c2nc(COC3CCCCO3)cs2)c1, C1CCOC1, O. Product: O=Cc1sc(-c2cccc(C(F)(F)F)c2)nc1COC1CCCCO1. RXN SMILES: [CH2:24]([Li:25])[CH2:26][CH2:27][CH3:28].[CH3:29][N:30]([CH:31]=[O:32])[CH3:33].[O:1]1[CH:2]([O:7][CH2:8][c:9]2[n:10][c:11](-[c:14]3[cH:15][c:16]([C:20]([F:21])([F:22])[F:23])[cH:17][cH:18][cH:19]3)[s:12][cH:13]2)[CH2:3][CH2:4][CH2:5][CH2:6]1.[O:35]1[CH2:36][CH2:37][CH2:38][CH2:39]1.[OH2:34]>>[O:1]1[CH:2]([O:7][CH2:8][c:9]2[n:10][c:11](-[c:14]3[cH:15][c:16]([C:20]([F:21])([F:22])[F:23])[cH:17][cH:18][cH:19]3)[s:12][c:13]2[CH:31]=[O:32])[CH2:3][CH2:4][CH2:5][CH2:6]1. Starting materials: COCCN1CCc2ccc(N)cc2CC1, C#CCNC(=O)c1cccc(F)c1Nc1nc(Cl)ncc1Cl. The product is C#CCNC(=O)c1cccc(F)c1Nc1nc(Nc2ccc3c(c2)CCN(CCOC)CC3)ncc1Cl. Reaction SMILES: [CH3:1][O:2][CH2:3][CH2:4][N:5]1[CH2:6][CH2:7][c:8]2[c:9]([cH:12][c:13]([NH2:16])[cH:14][cH:15]2)[CH2:10][CH2:11]1.[Cl:17][c:18]1[n:19][cH:20][c:21]([Cl:38])[c:22]([NH:24][c:25]2[c:26]([C:27](=[O:28])[NH:29][CH2:30][C:31]#[CH:32])[cH:33][cH:34][cH:35][c:36]2[F:37])[n:23]1>>[CH3:1][O:2][CH2:3][CH2:4][N:5]1[CH2:6][CH2:7][c:8]2[c:9]([cH:12][c:13]([NH:16][c:18]3[n:19][cH:20][c:21]([Cl:38])[c:22]([NH:24][c:25]4[c:26]([C:27](=[O:28])[NH:29][CH2:30][C:31]#[CH:32])[cH:33][cH:34][cH:35][c:36]4[F:37])[n:23]3)[cH:14][cH:15]2)[CH2:10][CH2:11]1. Procedure: To a cold (0°), stirred solution of ethyl 2-methyl-8-[(1-phenylcyclopropyl)methoxy]imidazo[1,2-α]pyridine-3-carboxylate (0.629 g, 1.83 mmol, see example 30) in anhydrous tetrahydrofuran (12 mL) under argon was added lithium aluminum hydride (0.104 g, 2.74 mmol). The reaction mixture was stirred for 1 h at 0° C., then quenched with water (25 mL) and extracted successively with ethyl acetate (75 mL) and dichloromethane (3×30 mL). The organic extracts were combined, dried over anhydrous sodium sulf... Run in O1CCCC1 (tetrahydrofuran). Reaction conditions: temperature 0 celsius, time 1 hour. Starting materials: CC=1N=C2N(C=CC=C2OCC2(CC2)C2=CC=CC=C2)C1C(=O)OCC (ethyl 2-methyl-8-[(1-phenylcyclopropyl)methoxy]imidazo[1,2-α]pyridine-3-carboxylate), [H-].[Al+3].[Li+].[H-].[H-].[H-] (lithium aluminum hydride). Product: CC=1N=C2N(C=CC=C2OCC2(CC2)C2=CC=CC=C2)C1CO ({2-methyl-8-[(1-phenylcyclopropyl)methoxy]imidazo[1,2-α]pyridin-3-yl}methanol). Yield: 85.9%. As a reaction SMILES: [CH3:1][C:2]1[N:3]=[C:4]2[C:9]([O:10][CH2:11][C:12]3([C:15]4[CH:20]=[CH:19][CH:18]=[CH:17][CH:16]=4)[CH2:14][CH2:13]3)=[CH:8][CH:7]=[CH:6][N:5]2[C:21]=1[C:22](OCC)=[O:23].[H-].[Al+3].[Li+].[H-].[H-].[H-]>O1CCCC1>[CH3:1][C:2]1[N:3]=[C:4]2[C:9]([O:10][CH2:11][C:12]3([C:15]4[CH:16]=[CH:17][CH:18]=[CH:19][CH:20]=4)[CH2:14][CH2:13]3)=[CH:8][CH:7]=[CH:6][N:5]2[C:21]=1[CH2:22][OH:23] |f:1.2.3.4.5.6|. Reactants: FC1(CN(C1)C(=O)OC(C)(C)C)C1=CC=C(C=C1)C=NO (tert-butyl 3-fluoro-3-(4-((hydroxyimino)methyl)-phenyl)azetidine-1-carboxylate), C1CC(=O)N(C1=O)Cl (NCS), C([O-])(O)=O.[K+] (potassium bicarbonate), crude material, ClC1=C(C(=CC(=C1)C(C(F)(F)F)=C)Cl)Cl (1,2,3-trichloro-5-(1,1,1-trifluoroprop-2-en-2-yl)benzene). Solvent: CN(C)C=O (DMF), CCOC(=O)C (EtOAc). Run at time 8 hour. Yields the product FC1(CN(C1)C(=O)OC(C)(C)C)C1=CC=C(C=C1)C1=NOC(C1)(C(F)(F)F)C1=CC(=C(C(=C1)Cl)Cl)Cl (tert-butyl 3-fluoro-3-(4-(5-(3,4,5-trichlorophenyl)-5-(trifluoromethyl)-4,5-dihydroisoxazol-3-yl)phenyl)azetidine-1-carboxylate). Isolated yield 56.1%. As a reaction SMILES: [F:1][C:2]1([C:13]2[CH:18]=[CH:17][C:16]([CH:19]=[N:20][OH:21])=[CH:15][CH:14]=2)[CH2:5][N:4]([C:6]([O:8][C:9]([CH3:12])([CH3:11])[CH3:10])=[O:7])[CH2:3]1.C1C(=O)N(Cl)C(=O)C1.[Cl:30][C:31]1[CH:36]=[C:35]([C:37](=[CH2:42])[C:38]([F:41])([F:40])[F:39])[CH:34]=[C:33]([Cl:43])[C:32]=1[Cl:44].C(=O)(O)[O-].[K+]>CCOC(C)=O.CN(C=O)C>[F:1][C:2]1([C:13]2[CH:14]=[CH:15][C:16]([C:19]3[CH2:42][C:37]([C:35]4[CH:34]=[C:33]([Cl:43])[C:32]([Cl:44])=[C:31]([Cl:30])[CH:36]=4)([C:38]([F:41])([F:40])[F:39])[O:21][N:20]=3)=[CH:17][CH:18]=2)[CH2:3][N:4]([C:6]([O:8][C:9]([CH3:12])([CH3:11])[CH3:10])=[O:7])[CH2:5]1 |f:3.4|. Reported procedure: To a DMF (8 mL) solution of tert-butyl 3-fluoro-3-(4-((hydroxyimino)methyl)-phenyl)azetidine-1-carboxylate (Preparation 7, 486 mg, 1.65 mmol) was added NCS (232 mg, 1.65 mmol) in two portions over 10 minutes. The reaction was stirred at room temperature overnight. The reaction was diluted with EtOAc (8 mL) and 1,2,3-trichloro-5-(1,1,1-trifluoroprop-2-en-2-yl)benzene (546 mg, 1.98 mmol) was added, followed by potassium bicarbonate (248 mg, 2.48 mmol). The reaction was stirred at room temperature ... Reactants: C(C)(=O)OC(C(C(C(CO)OC(C)=O)OC(C)=O)OC(C)=O)C(COCCOCCN)=O (2,3,4-Triacetoxy-1-{2-[2-(2-aminoethoxy)ethoxy]acetyl}-5-hydroxypentyl acetate), C(=O)(O)COCCOCC(=O)O ((2-carboxymethoxyethoxy)acetic acid), C(C)(C)N=C=NC(C)C (diisopropylcarbodiimide), OC1=CC=CC=2NN=NC21 (hydroxybenzotriazole). Run in C(Cl)Cl (methylene chloride). Product: C(C)(=O)OC(C(COCCOCCNC(=O)COCCOCC(=O)O)=O)C(C(C(CO)OC(C)=O)OC(C)=O)OC(C)=O ([2-({2-[2-(3,4,5,6-Tetraacetoxy-7-hydroxy-2-oxoheptyloxy)ethoxy]ethylcarbamoyl}-methoxy)ethoxy]acetic acid). Reaction SMILES: [C:1]([O:4][CH:5]([C:23](=[O:32])[CH2:24][O:25][CH2:26][CH2:27][O:28][CH2:29][CH2:30][NH2:31])[CH:6]([O:19][C:20](=[O:22])[CH3:21])[CH:7]([O:15][C:16](=[O:18])[CH3:17])[CH:8]([O:11][C:12](=[O:14])[CH3:13])[CH2:9][OH:10])(=[O:3])[CH3:2].[C:33]([CH2:36][O:37][CH2:38][CH2:39][O:40][CH2:41][C:42](O)=[O:43])([OH:35])=[O:34].C(N=C=NC(C)C)(C)C.OC1C2N=NNC=2C=CC=1>C(Cl)Cl>[C:1]([O:4][CH:5]([CH:6]([O:19][C:20](=[O:22])[CH3:21])[CH:7]([O:15][C:16](=[O:18])[CH3:17])[CH:8]([O:11][C:12](=[O:14])[CH3:13])[CH2:9][OH:10])[C:23](=[O:32])[CH2:24][O:25][CH2:26][CH2:27][O:28][CH2:29][CH2:30][NH:31][C:42]([CH2:41][O:40][CH2:39][CH2:38][O:37][CH2:36][C:33]([OH:35])=[O:34])=[O:43])(=[O:3])[CH3:2]. Procedure details: 25 is prepared similarly to 24 starting from 500 mg of 2,3,4-triacetoxy-1-{2-[2-(2-aminoethoxy)ethoxy]acetyl}-5-hydroxypentyl acetate 23, 927 mg of (2-carboxymethoxyethoxy)acetic acid, 400 μl of diisopropylcarbodiimide and 288 mg of hydroxybenzotriazole in 20 ml of methylene chloride. This gives 25: